This data is from the Open Reaction Database (ORD), a public repository of structured organic reaction records. The task is: describe an organic reaction: reactants, conditions, products, and yield The reactants are BrC=1C=C2C(C(NC(C2=CC1)=O)=O)=COC (6-bromo-4-methoxymethylene-4H-isoquinoline-1,3-dione), N1(CCOCC1)CCN1CCNCC1 (2-morpholinylethylpiperazine). Solvent: CN(C=O)C (N,N-dimethylformamide). Reaction conditions: time 15 minute. The product is BrC=1C=C2/C(/C(NC(C2=CC1)=O)=O)=C/N1CCN(CC1)CCN1CCOCC1 ((4Z)-6-Bromo-4-{[4-(2-morpholin-4-ylethyl)piperazin-1-yl]methylene}isoquinoline-1,3(2H,4H)-dione). The yield is 20.1%. As a reaction SMILES: [Br:1][C:2]1[CH:3]=[C:4]2[C:9](=[CH:10][CH:11]=1)[C:8](=[O:12])[NH:7][C:6](=[O:13])[C:5]2=[CH:14]OC.[N:17]1([CH2:23][CH2:24][N:25]2[CH2:30][CH2:29][NH:28][CH2:27][CH2:26]2)[CH2:22][CH2:21][O:20][CH2:19][CH2:18]1>CN(C)C=O>[Br:1][C:2]1[CH:3]=[C:4]2[C:9](=[CH:10][CH:11]=1)[C:8](=[O:12])[NH:7][C:6](=[O:13])/[C:5]/2=[CH:14]\[N:28]1[CH2:27][CH2:26][N:25]([CH2:24][CH2:23][N:17]2[CH2:18][CH2:19][O:20][CH2:21][CH2:22]2)[CH2:30][CH2:29]1. Procedure details: A mixture of 6-bromo-4-methoxymethylene-4H-isoquinoline-1,3-dione (200 mg, 0.709 mmol), 2-morpholinylethylpiperazine (141.3 mg, 0.709 mmol) in 1 mL of N,N-dimethylformamide is stirred at room temperature for 15 min. After cooling in the refrigerator, the precipitate is collected, and washed with N,N-dimethylformamide (DMF) and ether to give 64 mg (20%) of yellow solid mp 156-156.5° C.; HRMS (ESI) m/z 449 (M+H)+1. Starting materials: CN(C)C=NC(C1=C(C=CC=C1)[N+](=O)[O-])=O (N-[(Dimethylamino)methylene]-2-nitrobenzamide), Cl.C(C)(C)NN (isopropylhydrazine hydrochloric acid salt). The product is CC(C)N1N=CN=C1C1=C(C=CC=C1)[N+](=O)[O-] (1-(2-propyl)-5-(2-nitrophenyl)-1,2,4-triazole). Reaction SMILES: C[N:2]([CH:4]=[N:5][C:6](=O)[C:7]1[CH:12]=[CH:11][CH:10]=[CH:9][C:8]=1[N+:13]([O-:15])=[O:14])C.Cl.[CH:18]([NH:21]N)([CH3:20])[CH3:19]>>[CH3:19][CH:18]([N:21]1[C:6]([C:7]2[CH:12]=[CH:11][CH:10]=[CH:9][C:8]=2[N+:13]([O-:15])=[O:14])=[N:5][CH:4]=[N:2]1)[CH3:20] |f:1.2|. Procedure: N-[(Dimethylamino)methylene]-2-nitrobenzamide, prepared in Example 90, and isopropylhydrazine hydrochloric acid salt were reacted as in Example 90 to give 1-(2-propyl)-5-(2-nitrophenyl)-1,2,4-triazole, which was reduced and coupled with CMI similarly to give the fumaric acid salt of N-(4,5-dihydro-1H-imidazol-2-ylmethyl)-2-(2-propyl-1H-1,2,4-triazol-5-yl)aniline. Run in O (water), CN(C)C=O (DMF). Reaction conditions: time 45 minute. Starting materials: ClCCl (dichloromethane), C([O-])([O-])=O.[K+].[K+] (potassium carbonate), C[C@@H]1CNC[C@@H](O1)C (cis-2,6-dimethylmorpholine), N1(C=NC2=C1C=CC=C2)C2=NC(=NC(=N2)Cl)N2CCOCC2 (2-(benzimidazol-1-yl)-4-chloro-6-morpholino-1,3,5-triazine). As a reaction SMILES: [N:1]1([C:10]2[N:15]=[C:14](Cl)[N:13]=[C:12]([N:17]3[CH2:22][CH2:21][O:20][CH2:19][CH2:18]3)[N:11]=2)[C:5]2[CH:6]=[CH:7][CH:8]=[CH:9][C:4]=2[N:3]=[CH:2]1.C(=O)([O-])[O-].[K+].[K+].[CH3:29][C@H:30]1[O:35][C@@H:34]([CH3:36])[CH2:33][NH:32][CH2:31]1.ClCCl>CN(C=O)C.O>[N:1]1([C:10]2[N:15]=[C:14]([N:32]3[CH2:31][C@@H:30]([CH3:29])[O:35][C@@H:34]([CH3:36])[CH2:33]3)[N:13]=[C:12]([N:17]3[CH2:22][CH2:21][O:20][CH2:19][CH2:18]3)[N:11]=2)[C:5]2[CH:6]=[CH:7][CH:8]=[CH:9][C:4]=2[N:3]=[CH:2]1 |f:1.2.3|. Yields the product N1(C=NC2=C1C=CC=C2)C2=NC(=NC(=N2)N2C[C@@H](O[C@@H](C2)C)C)N2CCOCC2 (2-(benzimidazol-1-yl)-4-(cis-2,6-dimethyl-morpholino)-6-morpholino-1,3,5-triazine). Procedure details: The obtained 2-(benzimidazol-1-yl)-4-chloro-6-morpholino-1,3,5-triazine (320 mg, 1.0 mmol) dissolved in DMF (20 ml) was added with potassium carbonate (430 mg, 3.2 mmol) and cis-2,6-dimethylmorpholine (140 mg, 1.2 mmol) and stirred at room temperature for 45 minutes. The reaction mixture was condensed under reduced pressure and the obtained residue was added with dichloromethane and water and shaken for mixing. The separated organic layer was washed with water and dried over anhydrous magnesium ... The yield is 91.0%. Starting materials: CON=CC1=CC(=CC=C1)F (3-fluorobenzaldehyde O-methyloxime), C(#N)[BH3-].[Na+] (sodium cyanoborohydride), compound 3-B. Yields the product FC=1C=C(CNOC)C=CC1 (N-3-Fluorobenzyl-O-methyl-hydroxylamine). Yield: 60.0%. RXN SMILES: [CH3:1][O:2][N:3]=[CH:4][C:5]1[CH:10]=[CH:9][CH:8]=[C:7]([F:11])[CH:6]=1.C([BH3-])#N.[Na+]>>[F:11][C:7]1[CH:6]=[C:5]([CH:10]=[CH:9][CH:8]=1)[CH2:4][NH:3][O:2][CH3:1] |f:1.2|. Procedure details: Reduction 3-fluorobenzaldehyde O-methyloxime with sodium cyanoborohydride as described in the preparation of compound 3-B gave the title hydroxylamine as a clear oil (60% yield). 1HNMR 400 MHz (CDCl3) δ (ppm): 3.50 (3H, s, OCH3), 4.04 (2H, s, NCH2), 5.75 (1H, broad s, NH), 6.95-7.32 (4H, m, aromatics). The hydrochloride salt was obtained as a white solid: mp 130-131° C. (dec.). Anal. calcd for C8H10FNO—HCl: C, 50.14; H, 5.78; N, 7.31. Found: C, 50.10; H, 5.73; N, 7.38. The reactants are S(=O)(=O)(OCC1OC2=C(C1)C=CC=C2OC)C2=CC=C(C)C=C2 (7-methoxy-2,3-dihydro-2-benzofuranylmethyl tosylate), [I-].[Na+] (sodium iodide). The product is ICC1OC2=C(C1)C=CC=C2OC (2-Iodomethyl-7-methoxy-2,3-dihydrobenzofuran). RXN SMILES: S(C1C=CC(C)=CC=1)(O[CH2:5][CH:6]1[CH2:10][C:9]2[CH:11]=[CH:12][CH:13]=[C:14]([O:15][CH3:16])[C:8]=2[O:7]1)(=O)=O.[I-:24].[Na+]>>[I:24][CH2:5][CH:6]1[CH2:10][C:9]2[CH:11]=[CH:12][CH:13]=[C:14]([O:15][CH3:16])[C:8]=2[O:7]1 |f:1.2|. Reported procedure: This compound was obtained according to the process described in Example 4, stage C, from 7-methoxy-2,3-dihydro-2-benzofuranylmethyl tosylate and sodium iodide. The reactants are 24, C1(=CC=CC=C1)OC(NC1=CC=C(C=C1)N1CCN(CC1)C1=CC=C(C=C1)OC)=O (phenyl[4-[4-(4-methoxyphenyl)-1-piperazinyl]phenyl]carbamate), C(C)N(CC(=O)O)CCCC (ethyl N-butylglycine), O1CCOCC1 (1,4-dioxane). Reagents/catalysts: CN(C1=CC=NC=C1)C (N,N-dimethyl-4-pyridinamine). Run in O (water). The product is C(CCC)N1C(N(C(C1)=O)C1=CC=C(C=C1)N1CCN(CC1)C1=CC=C(C=C1)OC)=O (1-butyl-3-[4-[4-(4-methoxyphenyl)-1-piperazinyl]phenyl]-2,4-imidazolidinedione). As a reaction SMILES: C1(O[C:8](=[O:30])[NH:9][C:10]2[CH:15]=[CH:14][C:13]([N:16]3[CH2:21][CH2:20][N:19]([C:22]4[CH:27]=[CH:26][C:25]([O:28][CH3:29])=[CH:24][CH:23]=4)[CH2:18][CH2:17]3)=[CH:12][CH:11]=2)C=CC=CC=1.C([N:33]([CH2:38][CH2:39][CH2:40][CH3:41])[CH2:34][C:35](O)=[O:36])C.O1CCOCC1>CN(C)C1C=CN=CC=1.O>[CH2:38]([N:33]1[CH2:34][C:35](=[O:36])[N:9]([C:10]2[CH:15]=[CH:14][C:13]([N:16]3[CH2:17][CH2:18][N:19]([C:22]4[CH:23]=[CH:24][C:25]([O:28][CH3:29])=[CH:26][CH:27]=4)[CH2:20][CH2:21]3)=[CH:12][CH:11]=2)[C:8]1=[O:30])[CH2:39][CH2:40][CH3:41]. Procedure details: A mixture of 24 parts of phenyl[4-[4-(4-methoxyphenyl)-1-piperazinyl]phenyl]carbamate, 15.9 parts of ethyl N-butylglycine, 2 parts of N,N-dimethyl-4-pyridinamine and 200 parts of 1,4-dioxane was stirred and refluxed overnight. Then water was added and stirring was continued for a while. The reaction mixture was cooled, poured onto water and the whole was stirred. The precipitated product was filtered off, washed with water and dissolved in 150 parts of trichloromethane. This solution was stirred... Starting materials: C(C)(=O)C(C(=O)OCC)=CCCC (ethyl 2-acetyl-2-hexenoate), BrN1C(CCC1=O)=O (N-bromosuccinimide). Run in C(Cl)(Cl)(Cl)Cl (carbon tetrachloride). Product: C(C)C1=CC(=C(O1)C)C(=O)OCC (ethyl 5-ethyl-2-methyl-3-furoate). Yield: 91.1%. Reaction SMILES: [C:1]([C:4](=[CH:10][CH2:11][CH2:12][CH3:13])[C:5]([O:7][CH2:8][CH3:9])=[O:6])(=[O:3])[CH3:2].BrN1C(=O)CCC1=O>C(Cl)(Cl)(Cl)Cl>[CH2:12]([C:11]1[O:3][C:1]([CH3:2])=[C:4]([C:5]([O:7][CH2:8][CH3:9])=[O:6])[CH:10]=1)[CH3:13]. Procedure details: A mixture of 3.69 g (0.02 mole) ethyl 2-acetyl-2-hexenoate and 3.56 g (0.02 mole) N-bromosuccinimide in 50 ml of carbon tetrachloride was heated at reflux for 4 hours. After cooling, the succinimide was removed by filtration and the solution concentrated in vacuo. Distillation of the crude product gave 3.32 g (91%) of ethyl 5-ethyl-2-methyl-3-furoate, bp 99°-101° C. (10 mm).